Dataset: the Open Reaction Database (ORD), a public repository of structured organic reaction records. Task: describe an organic reaction: reactants, conditions, products, and yield The reactants are CC(C)C[AlH]CC(C)C (DIBAH), solution, C(C)(=O)O[C@@H]1[C@H]([C@@H]([C@H]([C@@H](OCC=C)O1)OCC1=CC=CC=C1)OCC1=CC=CC=C1)OCC1=CC=CC=C1 (Allyl(5R)-5-acetoxy-2,3,4-tri-O-benzyl-α-D-xylopyranoside), [NH4+].[Cl-] (NH4Cl), solution, OS(=O)(=O)O (H2SO4). Solvent: C1(=CC=CC=C1)C (toluene), C(Cl)Cl (CH2Cl2), O (H2O). Run at time 15 minute. The product is O[C@@H]1[C@H]([C@@H]([C@H]([C@@H](OCC=C)O1)OCC1=CC=CC=C1)OCC1=CC=CC=C1)OCC1=CC=CC=C1 (Allyl(5S)-5-hydroxy-2,3,4-tri-O-benzyl-α-D-xylopyranoside). RXN SMILES: CC(C[AlH]CC(C)C)C.C([O:13][C@H:14]1[O:23][C@H:18]([O:19][CH2:20][CH:21]=[CH2:22])[C@H:17]([O:24][CH2:25][C:26]2[CH:31]=[CH:30][CH:29]=[CH:28][CH:27]=2)[C@@H:16]([O:32][CH2:33][C:34]2[CH:39]=[CH:38][CH:37]=[CH:36][CH:35]=2)[C@@H:15]1[O:40][CH2:41][C:42]1[CH:47]=[CH:46][CH:45]=[CH:44][CH:43]=1)(=O)C.[NH4+].[Cl-].OS(O)(=O)=O>C1(C)C=CC=CC=1.C(Cl)Cl.O>[OH:13][C@H:14]1[O:23][C@H:18]([O:19][CH2:20][CH:21]=[CH2:22])[C@H:17]([O:24][CH2:25][C:26]2[CH:31]=[CH:30][CH:29]=[CH:28][CH:27]=2)[C@@H:16]([O:32][CH2:33][C:34]2[CH:35]=[CH:36][CH:37]=[CH:38][CH:39]=2)[C@@H:15]1[O:40][CH2:41][C:42]1[CH:47]=[CH:46][CH:45]=[CH:44][CH:43]=1 |f:2.3|. Procedure details: At -78°, DIBAH (2.8 ml of a 20% solution in toluene, ca. 2.9 mmol) was added dropwise to a solution of 7 (553 mg, 0.96 mmol) in CH2Cl2 (20 ml). After 15 min., a sat. solution of NH4Cl (2 ml) was added. The mixture was warmed up to r.t., diluted with H2O and a 1M solution of H2SO4 (10 ml). The aq. layer was extracted with CH2Cl2 (3×), the combined org. layers were extracted with brine (2×), dried (MgSO4) and evaporated to yield 499 mg (98%) of crystalline 8 which was used without further purifica...